From a dataset of the Open Reaction Database (ORD), a public repository of structured organic reaction records. describe an organic reaction: reactants, conditions, products, and yield Starting materials: C1COCCO1, CCCc1cc2c(C(F)(F)F)c(C#N)ccc2n1Cc1noc(-c2cc(C(=O)OC)ccc2Cl)n1, Cl, O. The product is CCCc1cc2c(C(F)(F)F)c(C#N)ccc2n1Cc1noc(-c2cc(C(=O)O)ccc2Cl)n1. RXN SMILES: [CH2:38]1[O:39][CH2:40][CH2:41][O:42][CH2:43]1.[Cl:1][c:2]1[c:3](-[c:12]2[n:13][c:14]([CH2:17][n:18]3[c:19]([CH2:33][CH2:34][CH3:35])[cH:20][c:21]4[c:22]([C:29]([F:30])([F:31])[F:32])[c:23]([C:27]#[N:28])[cH:24][cH:25][c:26]34)[n:15][o:16]2)[cH:4][c:5]([C:6](=[O:7])[O:8][CH3:9])[cH:10][cH:11]1.[ClH:37].[OH2:36]>>[Cl:1][c:2]1[c:3](-[c:12]2[n:13][c:14]([CH2:17][n:18]3[c:19]([CH2:33][CH2:34][CH3:35])[cH:20][c:21]4[c:22]([C:29]([F:30])([F:31])[F:32])[c:23]([C:27]#[N:28])[cH:24][cH:25][c:26]34)[n:15][o:16]2)[cH:4][c:5]([C:6](=[O:7])[OH:8])[cH:10][cH:11]1. Reactants: C(C)(=O)OC[C@H]([C@H](CC1=CC=CC=C1)NC(=O)OC(C)(C)C)OS(=O)(=O)C ((2S,3S)-3-[(tert-butoxycarbonyl)amino]-2-[(methylsulfonyl)oxy]-4-phenylbutyl acetate), C1CCOC1 (THF), C(=O)([O-])[O-].[K+].[K+] (K2CO3). Run in CO (MeOH). Conditions: temperature 25 celsius, time 15 hour. The product is O1[C@@H](C1)[C@H](CC1=CC=CC=C1)NC(OC(C)(C)C)=O (tert-butyl N-{(1S)-1-[(2R)oxiran-2-yl]-2-phenylethyl}carbamate). Yield: 90.0%. RXN SMILES: C(O[CH2:5][C@@H:6]([O:23]S(C)(=O)=O)[C@@H:7]([NH:15][C:16]([O:18][C:19]([CH3:22])([CH3:21])[CH3:20])=[O:17])[CH2:8][C:9]1[CH:14]=[CH:13][CH:12]=[CH:11][CH:10]=1)(=O)C.C1COCC1.C([O-])([O-])=O.[K+].[K+]>CO>[O:23]1[CH2:5][C@H:6]1[C@@H:7]([NH:15][C:16](=[O:17])[O:18][C:19]([CH3:20])([CH3:21])[CH3:22])[CH2:8][C:9]1[CH:10]=[CH:11][CH:12]=[CH:13][CH:14]=1 |f:2.3.4|. Procedure details: To a suitable reactor was added 5 (2 g, 4.98 mmol), THF (20 mL), MeOH (20 mL), and K2CO3 (1.5 g, 10.96 mmol) at 20-30° C. under N2. The mixture was stirred at 20-30° C. for 15 hr. The mixture was filtered, and the filtrate was concentrated at 40-50° C. under reduced pressure to yield a pale yellow oil. After being purified by flash column chromatography, 6 was obtained as a white solid in 90% yield. The reactants are OC1=CC=C(C=C1)C(C)(C)C1=CC=C(C=C1)O (bisphenol A), CCCCCCCCCC=1C=CC(=CC1)O (nonylphenol), C=O (formaldehyde), C1(=CC=C(C=C1)S(=O)(=O)O)C (p-toluene sulfonic acid). Product: OC1=CC=C(C=C1)C(C)(C)C1=CC=C(C=C1)O.CCCCCCCCCC=1C=CC(=CC1)O (Bisphenol A nonylphenol). As a reaction SMILES: [OH:1][C:2]1[CH:7]=[CH:6][C:5]([C:8]([C:11]2[CH:16]=[CH:15][C:14]([OH:17])=[CH:13][CH:12]=2)([CH3:10])[CH3:9])=[CH:4][CH:3]=1.[CH3:18][CH2:19][CH2:20][CH2:21][CH2:22][CH2:23][CH2:24][CH2:25][CH2:26][C:27]1[CH:28]=[CH:29][C:30]([OH:33])=[CH:31][CH:32]=1.C=O.C1(C)C=CC(S(O)(=O)=O)=CC=1>>[OH:1][C:2]1[CH:3]=[CH:4][C:5]([C:8]([C:11]2[CH:12]=[CH:13][C:14]([OH:17])=[CH:15][CH:16]=2)([CH3:10])[CH3:9])=[CH:6][CH:7]=1.[CH3:18][CH2:19][CH2:20][CH2:21][CH2:22][CH2:23][CH2:24][CH2:25][CH2:26][C:27]1[CH:32]=[CH:31][C:30]([OH:33])=[CH:29][CH:28]=1 |f:4.5|. Procedure details: A mixture composed of 1 part by weight of bisphenol A and 4 parts by weight of nonylphenol was reacted with an aqueous formaldehyde in the presence of p-toluene sulfonic acid. Bisphenol A/nonylphenol resin obtained had (Mn) of 1032, (f) of 5.18 and a softening point of 121° C. Run in C(C)#N (acetonitrile). The product is N1(CCCCC1)CCCCC1N(CCCC1)CCNC(=O)N1C2=C(NC(C3=C1C=CC=C3)=O)C=CC=N2 (5,11-Dihydro-11-[[[2-[2-[4-(piperidin-l-yl)butyl]-piperidin-l-yl]ethyl]amino]carbonyl]-6H-pyrido[2,3-b][1,4]benzodiazepin-6-one). As a reaction SMILES: Cl[C:2]([N:4]1[C:10]2[CH:11]=[CH:12][CH:13]=[CH:14][C:9]=2[C:8](=[O:15])[NH:7][C:6]2[CH:16]=[CH:17][CH:18]=[N:19][C:5]1=2)=[O:3].[N:20]1([CH2:26][CH2:27][CH2:28][CH2:29][CH:30]2[CH2:35][CH2:34][CH2:33][CH2:32][N:31]2[CH2:36][CH2:37][NH2:38])[CH2:25][CH2:24][CH2:23][CH2:22][CH2:21]1>C(#N)C>[N:20]1([CH2:26][CH2:27][CH2:28][CH2:29][CH:30]2[CH2:35][CH2:34][CH2:33][CH2:32][N:31]2[CH2:36][CH2:37][NH:38][C:2]([N:4]2[C:10]3[CH:11]=[CH:12][CH:13]=[CH:14][C:9]=3[C:8](=[O:15])[NH:7][C:6]3[CH:16]=[CH:17][CH:18]=[N:19][C:5]2=3)=[O:3])[CH2:25][CH2:24][CH2:23][CH2:22][CH2:21]1. The reactants are ClC(=O)N1C2=C(NC(C3=C1C=CC=C3)=O)C=CC=N2 (11-(chlorocarbonyl)-5,11-dihydro-6H-pyrido[2,3-b][1,4]benzodiazepin-6-one), N1(CCCCC1)CCCCC1N(CCCC1)CCN (2-[2-[4-(piperidin-l-yl)butyl]-piperidin-l-yl]ethanamine). Yield: 36.0%. Procedure details: Prepared analogously to Example 2 from 11-(chlorocarbonyl)-5,11-dihydro-6H-pyrido[2,3-b][1,4]benzodiazepin-6-one and 2-[2-[4-(piperidin-l-yl)butyl]-piperidin-l-yl]ethanamine in a yield of 36% of theory. Colourless crystals, m.p. 154°-155° C. (acetonitrile). Reactants: [Mg+]Cc1ccccc1, C1CCOC1, CCCCC(=O)N(C)OC, [Cl-], Cl. Yields the product CCCCC(=O)Cc1ccccc1. Reaction SMILES: [CH2:12]([c:13]1[cH:14][cH:15][cH:16][cH:17][cH:18]1)[Mg+:19].[CH2:21]1[O:22][CH2:23][CH2:24][CH2:25]1.[CH3:1][O:2][N:3]([C:4]([CH2:5][CH2:6][CH2:7][CH3:8])=[O:9])[CH3:10].[Cl-:11].[ClH:20]>>[C:4]([CH2:5][CH2:6][CH2:7][CH3:8])(=[O:9])[CH2:12][c:13]1[cH:14][cH:15][cH:16][cH:17][cH:18]1. Starting materials: B.C1CCOC1 (borane THF), O=C1NC2=C(SC1CC(=O)O)SC(=C2)S(N)(=O)=O ((2,3-dihydro-2-oxo-6-sulfamoyl-1H-thieno-[2,3-b]-[1,4]thiazin-3-yl)acetic acid), CO (methanol). RXN SMILES: B.C1COCC1.O=[C:8]1[CH:13]([CH2:14][C:15](O)=[O:16])[S:12][C:11]2[S:18][C:19]([S:21](=[O:24])(=[O:23])[NH2:22])=[CH:20][C:10]=2[NH:9]1.CO>C1COCC1>[OH:16][CH2:15][CH2:14][CH:13]1[S:12][C:11]2[S:18][C:19]([S:21](=[O:23])(=[O:24])[NH2:22])=[CH:20][C:10]=2[NH:9][CH2:8]1 |f:0.1|. The yield is 57.1%. Procedure details: A solution of borane/THF (200 ml, 1M, 200 mmol) was added gradually to a solution of (2,3-dihydro-2-oxo-6-sulfamoyl-1H-thieno-[2,3-b]-[1,4]thiazin-3-yl)acetic acid (12.3 g, 40 mmol) in THF (200 ml). The mixture was stirred at ambient temperature until gas evolution ceased and the resulting clear solution was heated under reflux overnight. The reaction mixture was cooled to 25° C. and treated with methanol (200 ml). When gas evolution ceased, the mixture was evaporated to dryness under vacuum and... Solvent: C1CCOC1 (THF). Yields the product OCCC1CNC2=C(S1)SC(=C2)S(N)(=O)=O (3-(2-hydroxyethyl)-2,3-dihydro-6-sulfamoyl-1H-thieno[2,3-b][1,4]thiazine).